From a dataset of the Open Reaction Database (ORD), a public repository of structured organic reaction records. describe an organic reaction: reactants, conditions, products, and yield Reactants: C(C)N(CCN1C(C2=C(CCC1)NC(=C2C)C=O)=O)CC (5-(2-diethylamino-ethyl)-3-methyl-4-oxo-1,4,5,6,7,8-hexahydro-pyrrolo[3,2-c]azepine-2-carbaldehyde), BrC1=C2CC(NC2=CC=C1)=O (4-bromo-1,3-dihydro-indol-2-one). The product is BrC1=C2/C(/C(NC2=CC=C1)=O)=C/C1=C(C=2C(N(CCCC2N1)CCN(CC)CC)=O)C ((Z)-2-(4-bromo-2-oxo-1,2-dihydro-indol-3-ylidenemethyl)-5-(2-diethylamino-ethyl)-3-methyl-5,6,7,8-tetrahydro-1H-pyrrolo[3,2-c]azepin-4-one). Yield: 45.5%. Reaction SMILES: [CH2:1]([N:3]([CH2:20][CH3:21])[CH2:4][CH2:5][N:6]1[CH2:12][CH2:11][CH2:10][C:9]2[NH:13][C:14]([CH:17]=O)=[C:15]([CH3:16])[C:8]=2[C:7]1=[O:19])[CH3:2].[Br:22][C:23]1[CH:31]=[CH:30][CH:29]=[C:28]2[C:24]=1[CH2:25][C:26](=[O:32])[NH:27]2>>[Br:22][C:23]1[CH:31]=[CH:30][CH:29]=[C:28]2[C:24]=1/[C:25](=[CH:17]/[C:14]1[NH:13][C:9]3[CH2:10][CH2:11][CH2:12][N:6]([CH2:5][CH2:4][N:3]([CH2:20][CH3:21])[CH2:1][CH3:2])[C:7](=[O:19])[C:8]=3[C:15]=1[CH3:16])/[C:26](=[O:32])[NH:27]2. Reported procedure: The title compound was prepared under the same conditions as described in step 10 of Example 1 with 5-(2-diethylamino-ethyl)-3-methyl-4-oxo-1,4,5,6,7,8-hexahydro-pyrrolo[3,2-c]azepine-2-carbaldehyde 1j obtained from step 9 of Example 1 and 4-bromo-1,3-dihydro-indol-2-one as starting materials to obtain (Z)-2-(4-bromo-2-oxo-1,2-dihydro-indol-3-ylidenemethyl)-5-(2-diethylamino-ethyl)-3-methyl-5,6,7,8-tetrahydro-1H-pyrrolo[3,2-c]azepin-4-one 13 (30 mg, yield 45.5%) as an orange solid. Starting materials: O1C2CCOC3=C(C21)C=CC=C3 (4,5-epoxy-2,3,4,5-tetrahydro-1-benzoxepin), ice water, OC1=NC=C(C=C1)[N+](=O)[O-] (2-hydroxy-5-nitro-pyridine), [H-].[Na+] (sodium hydride). The solvent is CN1CCCN(C1=O)C (DMPU), CN1CCCN(C1=O)C (DMPU). Reaction conditions: temperature 95 celsius, time 20 minute. Product: [N+](=O)([O-])C=1C=CC(N(C1)[C@H]1[C@@H](CCOC2=C1C=CC=C2)O)=O (Trans-5-(1,2-dihydro-5-nitro-2-oxo-pyrid-1-yl)-2,3,4,5-tetrahydro-1-benzoxepin-4-ol). RXN SMILES: [OH:1][C:2]1[CH:7]=[CH:6][C:5]([N+:8]([O-:10])=[O:9])=[CH:4][N:3]=1.[H-].[Na+].[O:13]1[CH:20]2[CH:14]1[CH2:15][CH2:16][O:17][C:18]1[CH:24]=[CH:23][CH:22]=[CH:21][C:19]=12>CN1C(=O)N(C)CCC1>[N+:8]([C:5]1[CH:6]=[CH:7][C:2](=[O:1])[N:3]([C@@H:20]2[C:19]3[CH:21]=[CH:22][CH:23]=[CH:24][C:18]=3[O:17][CH2:16][CH2:15][C@H:14]2[OH:13])[CH:4]=1)([O-:10])=[O:9] |f:1.2|. Reported procedure: 7.85 g (56 mmol) of 2-hydroxy-5-nitro-pyridine are added in portions to 1.61 g (56 mmol) of sodium hydride (80% dispersion in mineral oil) in 30 ml of DMPU (1,3-dimethyl-tetrahydro-2(1H)-pyrimidinone) under argon. After evolution of gas has ceased the mixture is stirred for 20 minutes. Then, at room temperature, a solution of 4,5-epoxy-2,3,4,5-tetrahydro-1-benzoxepin in 10 ml of DMPU is added dropwise. The mixture is subsequently heated at 95° C. for 6 hours. The mixture is poured into ice/water... The reactants are CO, NC(Cc1ccc(O)cc1)C(=O)O, O=S(Cl)Cl. Yields the product COC(=O)C(N)Cc1ccc(O)cc1. RXN SMILES: [CH3:18][OH:19].[NH2:1][CH:2]([CH2:3][c:4]1[cH:5][cH:6][c:7]([OH:8])[cH:9][cH:10]1)[C:11]([OH:12])=[O:13].[S:14]([Cl:15])([Cl:16])=[O:17]>>[NH2:1][CH:2]([CH2:3][c:4]1[cH:5][cH:6][c:7]([OH:8])[cH:9][cH:10]1)[C:11](=[O:12])[O:13][CH3:18]. Starting materials: CO, [Li+], [OH-], O, CC(=O)Nc1nc2cnccc2s1. The product is Nc1nc2cnccc2s1. Reaction SMILES: [CH3:17][OH:18].[Li+:16].[OH-:15].[OH2:14].[s:1]1[c:2]([NH:10][C:11](=[O:12])[CH3:13])[n:3][c:4]2[cH:5][n:6][cH:7][cH:8][c:9]12>>[s:1]1[c:2]([NH2:10])[n:3][c:4]2[cH:5][n:6][cH:7][cH:8][c:9]12. Starting materials: CCCCNCCCC, ClCCl, O=C(O)c1ccc(Cl)c(S(=O)(=O)Cl)c1. Yields the product CCCCN(CCCC)S(=O)(=O)c1cc(C(=O)O)ccc1Cl. Reaction SMILES: [CH2:1]([CH2:2][CH2:3][CH3:4])[NH:5][CH2:6][CH2:7][CH2:8][CH3:9].[CH2:24]([Cl:25])[Cl:26].[Cl:10][c:11]1[cH:12][cH:13][c:14]([C:15](=[O:16])[OH:17])[cH:18][c:19]1[S:20](=[O:21])(=[O:22])[Cl:23]>>[CH2:1]([CH2:2][CH2:3][CH3:4])[N:5]([CH2:6][CH2:7][CH2:8][CH3:9])[S:20]([c:19]1[c:11]([Cl:10])[cH:12][cH:13][c:14]([C:15](=[O:16])[OH:17])[cH:18]1)(=[O:21])=[O:22].